The task is: describe an organic reaction: reactants, conditions, products, and yield. This data is from the Open Reaction Database (ORD), a public repository of structured organic reaction records. Reactants: O=C1N(c2ccc(OCC(F)(F)F)cc2)CC2CC(Br)CN12, NS(=O)(=O)c1ccccc1Cl, [K+], [K+], O=C([O-])[O-], CN(C)C=O. The product is O=C1N(c2ccc(OCC(F)(F)F)cc2)CC2CC(NS(=O)(=O)c3ccccc3Cl)CN12. RXN SMILES: [Br:1][CH:2]1[CH2:3][CH:4]2[N:5]([C:6](=[O:21])[N:7]([c:9]3[cH:10][cH:11][c:12]([O:15][CH2:16][C:17]([F:18])([F:19])[F:20])[cH:13][cH:14]3)[CH2:8]2)[CH2:22]1.[Cl:29][c:30]1[c:31]([S:36](=[O:37])(=[O:38])[NH2:39])[cH:32][cH:33][cH:34][cH:35]1.[K+:23].[K+:24].[O-:25][C:26]([O-:27])=[O:28].[O:40]=[CH:41][N:42]([CH3:43])[CH3:44]>>[CH:2]1([NH:39][S:36]([c:31]2[c:30]([Cl:29])[cH:35][cH:34][cH:33][cH:32]2)(=[O:37])=[O:38])[CH2:3][CH:4]2[N:5]([C:6](=[O:21])[N:7]([c:9]3[cH:10][cH:11][c:12]([O:15][CH2:16][C:17]([F:18])([F:19])[F:20])[cH:13][cH:14]3)[CH2:8]2)[CH2:22]1. The reactants are S(O)(O)(=O)=O (Sulphuric acid), [OH-].[Na+] (sodium hydroxide), C(C)(C)(C)N1OC1C1=CC=CC=C1 (2-tert-Butyl-3-phenyloxaziridine), O1NC1 (oxaziridine), C(C)(=O)O (acetic acid). The solvent is O (water), C(C)O (ethanol), C(C)(=O)OCC (ethyl acetate). Run at time 20 hour. Product: C(C)(=O)[O-].C(C)(C)(C)[NH2+]O (N-tert-Butylhydroxylammonium Acetate). The yield is 68.2%. RXN SMILES: [C:1]([N:5]1C(C2C=CC=CC=2)[O:6]1)([CH3:4])([CH3:3])[CH3:2].S(=O)(=O)(O)O.O1CN1.[C:22]([OH:25])(=[O:24])[CH3:23].[OH-].[Na+]>C(O)C.O.C(OCC)(=O)C>[C:22]([O-:25])(=[O:24])[CH3:23].[C:1]([NH2+:5][OH:6])([CH3:4])([CH3:3])[CH3:2] |f:4.5,9.10|. Procedure details: 2-tert-Butyl-3-phenyloxaziridine (30.3 g, 98.2area %, 0.17 mol) was dissolved in ethanol (90 g). Sulphuric acid (25.7 g, 95 to 97%, 0.25 mol, 1.5 equiv.) was diluted in water (90 g) and added to the 500 ml reaction bottle. The reaction mixture was stirred at +20° C. for 20 h at which time analysis by GC showed that 5.8 area % oxaziridine remained. Leaving the reaction stirring over the weekend gave complete conversion. The solvents were evaporated and the concentrate was partitioned between wate... The reactants are Cc1cc(C#N)cnc1F, CCCCO, COCC1CCCN1, CCOC(C)=O, CCN(C(C)C)C(C)C. Yields the product COCC1CCCN1c1ncc(C#N)cc1C. RXN SMILES: [C:18](#[N:19])[c:20]1[cH:21][c:22]([CH3:27])[c:23]([F:26])[n:24][cH:25]1.[CH2:28]([OH:29])[CH2:30][CH2:31][CH3:32].[CH3:1][O:2][CH2:3][CH:4]1[NH:5][CH2:6][CH2:7][CH2:8]1.[CH3:33][CH2:34][O:35][C:36]([CH3:37])=[O:38].[CH:9]([N:10]([CH2:11][CH3:12])[CH:13]([CH3:14])[CH3:15])([CH3:16])[CH3:17]>>[CH3:1][O:2][CH2:3][CH:4]1[N:5]([c:23]2[c:22]([CH3:27])[cH:21][c:20]([C:18]#[N:19])[cH:25][n:24]2)[CH2:6][CH2:7][CH2:8]1.